Dataset: the Open Reaction Database (ORD), a public repository of structured organic reaction records. Task: describe an organic reaction: reactants, conditions, products, and yield Starting materials: [Br-], CC(C)(C)OC(=O)N1CCC(CC=O)CC1, C1CCOC1, C[Si](C)(C)[N-][Si](C)(C)C, C[P+](c1ccccc1)(c1ccccc1)c1ccccc1, CCOC(C)=O, [K+]. Yields the product C=CCC1CCN(C(=O)OC(C)(C)C)CC1. As a reaction SMILES: [Br-:27].[C:11]([CH3:12])([CH3:13])([CH3:14])[O:15][C:16](=[O:17])[N:18]1[CH2:19][CH2:20][CH:21]([CH2:24][CH:25]=[O:26])[CH2:22][CH2:23]1.[CH2:48]1[O:49][CH2:50][CH2:51][CH2:52]1.[CH3:1][Si:2]([CH3:3])([CH3:4])[N-:5][Si:6]([CH3:7])([CH3:8])[CH3:9].[CH3:28][P+:29]([c:30]1[cH:31][cH:32][cH:33][cH:34][cH:35]1)([c:36]1[cH:37][cH:38][cH:39][cH:40][cH:41]1)[c:42]1[cH:43][cH:44][cH:45][cH:46][cH:47]1.[CH3:53][CH2:54][O:55][C:56](=[O:57])[CH3:58].[K+:10]>>[CH2:1]=[CH:25][CH2:24][CH:21]1[CH2:20][CH2:19][N:18]([C:16]([O:15][C:11]([CH3:12])([CH3:13])[CH3:14])=[O:17])[CH2:23][CH2:22]1. The reactants are CCOC(C)=O, CCCCCC, COc1ccc(-c2[nH]nc(C(F)(F)F)c2Cl)cc1, COc1cc(N2CCN(C(=O)CCl)CC2)ccc1Cl, [K+], [K+], O=C([O-])[O-], CN(C)C=O. Yields the product COc1ccc(-c2c(Cl)c(C(F)(F)F)nn2CC(=O)N2CCN(c3ccc(Cl)c(OC)c3)CC2)cc1. RXN SMILES: [C:49]([O:50][CH2:51][CH3:52])(=[O:53])[CH3:54].[CH3:55][CH2:56][CH2:57][CH2:58][CH2:59][CH3:60].[Cl:1][c:2]1[c:3]([C:15]([F:16])([F:17])[F:18])[n:4][nH:5][c:6]1-[c:7]1[cH:8][cH:9][c:10]([O:13][CH3:14])[cH:11][cH:12]1.[Cl:25][CH2:26][C:27](=[O:28])[N:29]1[CH2:30][CH2:31][N:32]([c:35]2[cH:36][c:37]([O:42][CH3:43])[c:38]([Cl:41])[cH:39][cH:40]2)[CH2:33][CH2:34]1.[K+:19].[K+:20].[O-:21][C:22]([O-:23])=[O:24].[O:44]=[CH:45][N:46]([CH3:47])[CH3:48]>>[Cl:1][c:2]1[c:3]([C:15]([F:16])([F:17])[F:18])[n:4][n:5]([CH2:26][C:27](=[O:28])[N:29]2[CH2:30][CH2:31][N:32]([c:35]3[cH:36][c:37]([O:42][CH3:43])[c:38]([Cl:41])[cH:39][cH:40]3)[CH2:33][CH2:34]2)[c:6]1-[c:7]1[cH:8][cH:9][c:10]([O:13][CH3:14])[cH:11][cH:12]1. Starting materials: FC1=CC=C(C=C1)NC(=O)C=1C=NC(=NC1)OCC(=O)O ([5-(4-fluorophenylcarbamoyl)pyrimidin-2-yloxy]acetic acid), [N+](=O)([O-])C1=CC=C(N)C=C1 (4-nitroaniline). The product is FC1=CC=C(C=C1)NC(=O)C=1C=NC(=NC1)OCC(NC1=CC=C(C=C1)[N+](=O)[O-])=O (2-[(4-Nitrophenylcarbamoyl)methoxy]pyrimidine-5-carboxylic acid (4-fluorophenyl)amide). Solvent: CO.ClCCl (methanol dichloromethane). The yield is 23.0%. Reported procedure: The titled compound was prepared from [5-(4-fluorophenylcarbamoyl)pyrimidin-2-yloxy]acetic acid using 4-nitroaniline (25 mg, 0.18 mmol) as the coupling partner. Chromatography (5% methanol/dichloromethane) through SiO2 yielded 13 mg (23%) of the titled compound. ESI-MS m/z 412 (MH+), 410 (M−H−). Reaction SMILES: [F:1][C:2]1[CH:7]=[CH:6][C:5]([NH:8][C:9]([C:11]2[CH:12]=[N:13][C:14]([O:17][CH2:18][C:19]([OH:21])=O)=[N:15][CH:16]=2)=[O:10])=[CH:4][CH:3]=1.[N+:22]([C:25]1[CH:31]=[CH:30][C:28]([NH2:29])=[CH:27][CH:26]=1)([O-:24])=[O:23]>CO.ClCCl>[F:1][C:2]1[CH:3]=[CH:4][C:5]([NH:8][C:9]([C:11]2[CH:16]=[N:15][C:14]([O:17][CH2:18][C:19](=[O:21])[NH:29][C:28]3[CH:30]=[CH:31][C:25]([N+:22]([O-:24])=[O:23])=[CH:26][CH:27]=3)=[N:13][CH:12]=2)=[O:10])=[CH:6][CH:7]=1 |f:2.3|. Starting materials: Cc1cccc(C)c1O, O=C(Cl)CCl, ClCCl. The product is Cc1cccc(C)c1OC(=O)CCl. Reaction SMILES: [CH3:1][c:2]1[c:3]([OH:9])[c:4]([CH3:8])[cH:5][cH:6][cH:7]1.[Cl:10][CH2:11][C:12](=[O:13])[Cl:14].[Cl:15][CH2:16][Cl:17]>>[CH3:1][c:2]1[c:3]([O:9][C:12]([CH2:11][Cl:10])=[O:13])[c:4]([CH3:8])[cH:5][cH:6][cH:7]1. Reactants: C=CC(=O)N=C=O, ClCCl, COC1C(O)CCC(O)(CCl)C1C1(C)OC1CC=C(C)C, O. As a reaction SMILES: [C:22]([CH:23]=[CH2:24])(=[O:25])[N:26]=[C:27]=[O:28].[Cl:30][CH2:31][Cl:32].[O:1]1[C:2]([CH3:9])([CH:10]2[C:11]([OH:19])([CH2:20][Cl:21])[CH2:12][CH2:13][CH:14]([OH:18])[CH:15]2[O:16][CH3:17])[CH:3]1[CH2:4][CH:5]=[C:6]([CH3:7])[CH3:8].[OH2:29]>>[O:1]1[C:2]([CH3:9])([CH:10]2[C:11]([OH:19])([CH2:20][Cl:21])[CH2:12][CH2:13][CH:14]([O:18][C:27]([NH:26][C:22]([CH:23]=[CH2:24])=[O:25])=[O:28])[CH:15]2[O:16][CH3:17])[CH:3]1[CH2:4][CH:5]=[C:6]([CH3:7])[CH3:8]. Product: C=CC(=O)NC(=O)OC1CCC(O)(CCl)C(C2(C)OC2CC=C(C)C)C1OC. Reactants: C(C(CO)(CO)N)O.Cl (Tris-HCl), [Mg+2].[Cl-].[Cl-] (MgCl2), SC[C@@H](O)[C@H](O)CS (dithiothreitol), C1=NC(=C2C(=N1)N(C=N2)[C@H]3C[C@@H]([C@H](O3)COP(=O)(O)OP(=O)(O)OP(=O)(O)O)O)N (dATP), P(O)(=O)(OP(=O)(O)OP(=O)(O)O)OC[C@@H]1[C@H](C[C@@H](O1)N1C=NC=2C(=O)NC(N)=NC12)O (dGTP), OP(OP(O)(OP(O)(O)=O)=O)(OC[C@@H]1[C@@H](O)C[C@H](N2C(NC(C(C)=C2)=O)=O)O1)=O (dTTP), [α-32P]dCTP, DNA, DNA, CCCCCCCCCCCCOS(=O)(=O)[O-].[Na+] (SDS), C(CN(CC(=O)O)CC(=O)O)N(CC(=O)O)CC(=O)O (EDTA). Run at time 20 minute. The product is P(O)(=O)(OP(=O)(O)OP(=O)(O)O)OC[C@@H]1[C@H](C[C@@H](O1)N1C(=O)N=C(N)C=C1)O (dCTP), DNA. As a reaction SMILES: C(O)[C:2]([NH2:7])([CH2:5]O)CO.Cl.[Mg+2].[Cl-].[Cl-].SC[C@H]([C@@H](CS)O)O.C1N=C2N([C@@H:30]3[O:34][C@H:33]([CH2:35][O:36][P:37]([O:40][P:41]([O:44][P:45]([OH:48])([OH:47])=[O:46])([OH:43])=[O:42])([OH:39])=[O:38])[C@@H:32]([OH:49])[CH2:31]3)C=NC2=C(N)N=1.P(OC[C@H]1[O:69][C@@H:68]([N:70]2C3N=C(N)NC(=O)C=3[N:72]=[CH:71]2)C[C@@H]1O)(OP(OP(O)(O)=O)(O)=O)(=O)O.OP(=O)(OC[C@H]1O[C@@H](N2C=C(C)C(=O)NC2=O)C[C@@H]1O)OP(=O)(OP(=O)(O)O)O.CCCCCCCCCCCCOS([O-])(=O)=O.[Na+].C(N(CC(O)=O)CC(O)=O)CN(CC(O)=O)CC(O)=O>>[P:37]([O:36][CH2:35][C@H:33]1[O:34][C@@H:30]([N:7]2[CH:2]=[CH:5][C:71]([NH2:72])=[N:70][C:68]2=[O:69])[CH2:31][C@@H:32]1[OH:49])([O:40][P:41]([O:44][P:45]([OH:48])([OH:47])=[O:46])([OH:43])=[O:42])(=[O:38])[OH:39] |f:0.1,2.3.4,9.10|. Reported procedure: The radioactive probe DNA was prepared by pooling equal amounts of DNA isolated from the livers of 6 unrelated cows and labelling a portion of the mixture by nick translation. The sample of mixed DNA (0.2 μg) was pre-incubated with 25 pg/ml DNase I (E. coli deoxyribonuclease I) in a total volume of 40 μl containing 50 mM Tris-HCl 9 pH 7.5), 7.5 mM MgCl2, 5 mM dithiothreitol, 0.1 mg/ml BSA, 20 μM dATP, 20 μM dGTP, 20 μM dTTP, and 100 μCi [α-32P]dCTP (Amersham; approx. 3,000 Ci/mmol) at 15° C. for... Reactants: OO (hydrogen peroxide), 30, C(C)(C)(C)OC(N[C@@](CCC=1C=CC2=C(N=C(O2)CCCCC)C1)(C)CO)=O ([(R)-1-Hydroxymethyl-1-methyl-3-(2-pentyl-benzoxazol-5-yl)-propyl]-carbamic acid tert-butyl ester), N1N=NN=C1 (tetrazole), C(C)N(P1OCC2=C(CO1)C=CC=C2)CC (N,N-diethyl-1,5-dihydro-2,4,3-benzo-dioxaphosphepin-3-amine), [O-]S(=O)(=S)[O-].[Na+].[Na+] (Na2S2O3). Run in CCOC(=O)C (AcOEt), C1CCOC1 (THF). Reaction conditions: time 1 hour. The product is C(C)(C)(C)OC(N[C@](CCC=1C=CC2=C(N=C(O2)CCCCC)C1)(COP1(OCC2=C(CO1)C=CC=C2)=O)C)=O ([(R)-1-Methyl-1-(3-oxo-1,5-dihydro-benzo[e][1,3,2]dioxaphosphepin-3-yloxymethyl)-3-(2-pentyl-benzoxazol-5-yl)-propyl]-carbamic acid tert-butyl ester). RXN SMILES: [C:1]([O:5][C:6](=[O:28])[NH:7][C@:8]([CH2:26][OH:27])([CH3:25])[CH2:9][CH2:10][C:11]1[CH:12]=[CH:13][C:14]2[O:18][C:17]([CH2:19][CH2:20][CH2:21][CH2:22][CH3:23])=[N:16][C:15]=2[CH:24]=1)([CH3:4])([CH3:3])[CH3:2].N1C=NN=N1.C(N(CC)[P:37]1[O:43][CH2:42][C:41]2[CH:44]=[CH:45][CH:46]=[CH:47][C:40]=2[CH2:39][O:38]1)C.OO.[O-:52]S([O-])(=S)=O.[Na+].[Na+]>C1COCC1.CCOC(C)=O>[C:1]([O:5][C:6](=[O:28])[NH:7][C@@:8]([CH3:25])([CH2:26][O:27][P:37]1(=[O:52])[O:38][CH2:39][C:40]2[CH:47]=[CH:46][CH:45]=[CH:44][C:41]=2[CH2:42][O:43]1)[CH2:9][CH2:10][C:11]1[CH:12]=[CH:13][C:14]2[O:18][C:17]([CH2:19][CH2:20][CH2:21][CH2:22][CH3:23])=[N:16][C:15]=2[CH:24]=1)([CH3:2])([CH3:3])[CH3:4] |f:4.5.6|. Procedure: Under an atmosphere of argon a solution of [(R)-1-Hydroxymethyl-1-methyl-3-(2-pentyl-benzoxazol-5-yl)-propyl]-carbamic acid tert-butyl ester (151 mg, 0.387 mmol) and tetrazole (85 mg, 1.21 mmol) in dry THF (3 ml) was treated with N,N-diethyl-1,5-dihydro-2,4,3-benzo-dioxaphosphepin-3-amine (185 mg, 0.77 mmol) and stirred for 1 hours at RT. After cooling the reaction mixture to 0° C., aqueous hydrogen peroxide (0.4 ml of a 30 w/w % solution) was added and the reaction was allowed to stir for one h... Reactants: [OH-].[Na+] (sodium hydroxide), ClCCl (dichloromethane), C(C)OC(=O)[C@H]1CN(CCC1)CCO\C=C(\C1=CC=CC=C1)/C1=C(C=CC=C1)C (Z-(R)-1-[2-[[2-(2-Methylphenyl)-2-phenylethenyl]oxy]ethyl]-3-piperidine carboxylic acid ethyl ester), Cl (hydrochloric acid). The solvent is C(C)O (ethanol), CC(=O)C (acetone). Conditions: time 2 hour. The product is Cl.CC1=C(C=CC=C1)\C(=C/OCCN1C[C@@H](CCC1)C(=O)O)\C1=CC=CC=C1 (Z-(R)-1-[2-[[2-(2-Methylphenyl)-2-phenylethenyl]oxy]ethyl]-3-piperidine carboxylic acid hydrochloride). Isolated yield 34.0%. RXN SMILES: C([O:3][C:4]([C@@H:6]1[CH2:11][CH2:10][CH2:9][N:8]([CH2:12][CH2:13][O:14]/[CH:15]=[C:16](\[C:23]2[CH:28]=[CH:27][CH:26]=[CH:25][C:24]=2[CH3:29])/[C:17]2[CH:22]=[CH:21][CH:20]=[CH:19][CH:18]=2)[CH2:7]1)=[O:5])C.[OH-].[Na+].Cl.[Cl:33]CCl>C(O)C.CC(C)=O>[ClH:33].[CH3:29][C:24]1[CH:25]=[CH:26][CH:27]=[CH:28][C:23]=1/[C:16](/[C:17]1[CH:18]=[CH:19][CH:20]=[CH:21][CH:22]=1)=[CH:15]\[O:14][CH2:13][CH2:12][N:8]1[CH2:9][CH2:10][CH2:11][C@@H:6]([C:4]([OH:5])=[O:3])[CH2:7]1 |f:1.2,7.8|. Procedure: Z-(R)-1-[2-[[2-(2-Methylphenyl)-2-phenylethenyl]oxy]ethyl]-3-piperidine carboxylic acid ethyl ester (2.0 g, 0.0051 mol) (prepared as described in Method A) was dissolved in ethanol (8 ml) and 12N sodium hydroxide solution (1.3 ml) was introduced. After stirring the solution at room temperature for 2 h, 37% hydrochloric acid (ca. 1.8 ml) was added with cooling, followed by dichloromethane (300 ml) and the mixture was dried (Na2SO4). Filtration and evaporation of the filtrate gave a residue, which... The reactants are ClC=1C=C2C(=CN1)NC(=C2)C(=O)O (5-chloro-1H-pyrrolo[2,3-c]pyridine-2-carboxylic acid), C(NN)(=O)OC(C)(C)C (tert-butyl carbazate), CCN(C(C)C)C(C)C (DIPEA), C=1C=CC2=C(C1)N=NN2O (HOBt), CCN=C=NCCCN(C)C (EDCI). Run in [Cl-].[Na+].O (brine), O (water), CN(C)C=O (DMF). Run at time 12 hour. Yields the product C(C)(C)(C)OC(=O)NNC(=O)C1=CC=2C(=CN=C(C2)Cl)N1 (5-Chloro-1H-pyrrolo[2,3-c]pyridine-2-carboxylic acid N′-(tertbutyloxycarbonyl)hydrazide). As a reaction SMILES: [Cl:1][C:2]1[CH:3]=[C:4]2[CH:10]=[C:9]([C:11]([OH:13])=O)[NH:8][C:5]2=[CH:6][N:7]=1.[C:14]([O:18][C:19]([CH3:22])([CH3:21])[CH3:20])(=[O:17])[NH:15][NH2:16].CCN(C(C)C)C(C)C.C1C=CC2N(O)N=NC=2C=1.CCN=C=NCCCN(C)C>CN(C=O)C.[Cl-].[Na+].O.O>[C:19]([O:18][C:14]([NH:15][NH:16][C:11]([C:9]1[NH:8][C:5]2=[CH:6][N:7]=[C:2]([Cl:1])[CH:3]=[C:4]2[CH:10]=1)=[O:13])=[O:17])([CH3:22])([CH3:21])[CH3:20] |f:6.7.8|. Reported procedure: To a solution of 5-chloro-1H-pyrrolo[2,3-c]pyridine-2-carboxylic acid (Preparation 8, 2.05 g, 10.4 mmol) in DMF (30 mL), tert-butyl carbazate (1.38 g, 10.4 mmol), DIPEA (3.5 mL, 20.4 mmol), HOBt (1.58 g, 10.3 mmol) and EDCI (2.54 g, 13.3 mmol) were added successively. The resulting solution was stirred for 12 h at rt before adding water and brine (1:1, 200 mL). The solution was extracted with ethyl acetate (4×50 mL) and the combined organic layers were washed with dilute hydrochloric acid (1N, 5... Reactants: N1(CCOCC1)CCNS(=O)(=O)C1=CC(=CC=C1)OC1=NC=C(C(=C1)NC1=CC=CC=C1)[N+](=O)[O-] (N-[2-(4-Morpholinyl)ethyl]-3-{[5-nitro-4-(phenylamino)-2-pyridinyl]oxy}benzenesulfonamide), [H][H] (hydrogen). Reagents/catalysts: [Pd] (Pd/C). Run in CO (MeOH). Product: NC=1C(=CC(=NC1)OC=1C=C(C=CC1)S(=O)(=O)NCCN1CCOCC1)NC1=CC=CC=C1 (3-{[5-Amino-4-(phenylamino)-2-pyridinyl]oxy}-N-[2-(4-morpholinyl)ethyl]benzenesulfonamide). As a reaction SMILES: [N:1]1([CH2:7][CH2:8][NH:9][S:10]([C:13]2[CH:18]=[CH:17][CH:16]=[C:15]([O:19][C:20]3[CH:25]=[C:24]([NH:26][C:27]4[CH:32]=[CH:31][CH:30]=[CH:29][CH:28]=4)[C:23]([N+:33]([O-])=O)=[CH:22][N:21]=3)[CH:14]=2)(=[O:12])=[O:11])[CH2:6][CH2:5][O:4][CH2:3][CH2:2]1.[H][H]>CO.[Pd]>[NH2:33][C:23]1[C:24]([NH:26][C:27]2[CH:32]=[CH:31][CH:30]=[CH:29][CH:28]=2)=[CH:25][C:20]([O:19][C:15]2[CH:14]=[C:13]([S:10]([NH:9][CH2:8][CH2:7][N:1]3[CH2:2][CH2:3][O:4][CH2:5][CH2:6]3)(=[O:11])=[O:12])[CH:18]=[CH:17][CH:16]=2)=[N:21][CH:22]=1. Procedure details: The product of Step 3 (3.3 g, 6.6 mmol) was hydrogenated overnight with a balloon of hydrogen gas in MeOH (50 mL) in the presence of 5% Pd/C (300 mg). The reaction mixture was filtered through Celite and concentrated to give the title compound as a dark oil which was used directly in the next step (˜3.1 g, quant.).